From a dataset of the Open Reaction Database (ORD), a public repository of structured organic reaction records. describe an organic reaction: reactants, conditions, products, and yield Reactants: step-iii, CN(CCCOC1=C(C=C(C=C1)C=1C=C2C(=NC1)N(C=C2C=2C(=NN(C2C)CC2=CC(=CC=C2)F)C)S(=O)(=O)C2=CC=C(C)C=C2)NS(=O)(=O)C)C (N-(2-(3-(dimethylamino)propoxy)-5-(3-(1-(3-fluorobenzyl)-3,5-dimethyl-1H-pyrazol-4-yl)-1-tosyl-1H-pyrrolo[2,3-b]pyridin-5-yl)phenyl)methanesulfonamide), [OH-].[Li+] (lithium hydroxide). The solvent is C1CCOC1.CO.O (THF methanol water). Yields the product CN(CCCOC1=C(C=C(C=C1)C=1C=C2C(=NC1)NC=C2C=2C(=NN(C2C)CC2=CC(=CC=C2)F)C)NS(=O)(=O)C)C (N-(2-(3-(dimethylamino)propoxy)-5-(3-(1-(3-fluorobenzyl)-3,5-dimethyl-1H-pyrazol-4-yl)-1H-pyrrolo[2,3-b]pyridin-5-yl)phenyl)methanesulfonamide). The yield is 16.9%. As a reaction SMILES: [CH3:1][N:2]([CH3:52])[CH2:3][CH2:4][CH2:5][O:6][C:7]1[CH:12]=[CH:11][C:10]([C:13]2[CH:14]=[C:15]3[C:21]([C:22]4[C:23]([CH3:36])=[N:24][N:25]([CH2:28][C:29]5[CH:34]=[CH:33][CH:32]=[C:31]([F:35])[CH:30]=5)[C:26]=4[CH3:27])=[CH:20][N:19](S(C4C=CC(C)=CC=4)(=O)=O)[C:16]3=[N:17][CH:18]=2)=[CH:9][C:8]=1[NH:47][S:48]([CH3:51])(=[O:50])=[O:49].[OH-].[Li+]>C1COCC1.CO.O>[CH3:52][N:2]([CH3:1])[CH2:3][CH2:4][CH2:5][O:6][C:7]1[CH:12]=[CH:11][C:10]([C:13]2[CH:14]=[C:15]3[C:21]([C:22]4[C:23]([CH3:36])=[N:24][N:25]([CH2:28][C:29]5[CH:34]=[CH:33][CH:32]=[C:31]([F:35])[CH:30]=5)[C:26]=4[CH3:27])=[CH:20][NH:19][C:16]3=[N:17][CH:18]=2)=[CH:9][C:8]=1[NH:47][S:48]([CH3:51])(=[O:50])=[O:49] |f:1.2,3.4.5|. Reported procedure: Using similar reaction conditions as described in step-iii of example-1, N-(2-(3-(dimethylamino)propoxy)-5-(3-(1-(3-fluorobenzyl)-3,5-dimethyl-1H-pyrazol-4-yl)-1-tosyl-1H-pyrrolo[2,3-b]pyridin-5-yl)phenyl)methanesulfonamide (40 mg, 0.05 mmol) was hydrolyzed by lithium hydroxide (4 mg, 0.16 mmol), THF/methanol/water (1/1/0.5 ml) to afford 5 mg (16% yield) of the titled compound after purification by preparative TLC (SiO2)-eluted by 5% methanol in DCM. 1H NMR (CDCl3, 400 MHz): δ 8.88 (s, 1H), 8.54... The reactants are CO, COS(=O)(=O)OC, [Na+], [Na+], O=C([O-])[O-], CC(C)(C)OC(=O)N(Cc1ccc2c(c1)OCCO2)C1CCN(CCn2c(=O)ccc3c(N)cccc32)CC1, O. Product: CNc1cccc2c1ccc(=O)n2CCN1CCC(N(Cc2ccc3c(c2)OCCO3)C(=O)OC(C)(C)C)CC1. As a reaction SMILES: [CH3:1][OH:2].[CH3:48][O:49][S:50]([O:51][CH3:52])(=[O:53])=[O:54].[Na+:42].[Na+:43].[O-:44][C:45](=[O:46])[O-:47].[O:3]1[CH2:4][CH2:5][O:6][c:7]2[c:8]1[cH:9][cH:10][c:11]([CH2:13][N:14]([C:15]([O:16][C:17]([CH3:18])([CH3:19])[CH3:20])=[O:21])[CH:22]1[CH2:23][CH2:24][N:25]([CH2:28][CH2:29][n:30]3[c:31](=[O:41])[cH:32][cH:33][c:34]4[c:35]([NH2:40])[cH:36][cH:37][cH:38][c:39]34)[CH2:26][CH2:27]1)[cH:12]2.[OH2:55]>>[O:3]1[CH2:4][CH2:5][O:6][c:7]2[c:8]1[cH:9][cH:10][c:11]([CH2:13][N:14]([C:15]([O:16][C:17]([CH3:18])([CH3:19])[CH3:20])=[O:21])[CH:22]1[CH2:23][CH2:24][N:25]([CH2:28][CH2:29][n:30]3[c:31](=[O:41])[cH:32][cH:33][c:34]4[c:35]([NH:40][CH3:45])[cH:36][cH:37][cH:38][c:39]34)[CH2:26][CH2:27]1)[cH:12]2. The reactants are CN(C)C=O, O=P(Cl)(Cl)Cl, N#Cc1ccc2[nH]ccc2c1. Product: N#Cc1ccc2[nH]cc(C=O)c2c1. Reaction SMILES: [CH3:17][N:18]([CH:19]=[O:20])[CH3:21].[P:1]([Cl:2])([Cl:3])([Cl:4])=[O:5].[nH:6]1[cH:7][cH:8][c:9]2[cH:10][c:11]([C:15]#[N:16])[cH:12][cH:13][c:14]12>>[nH:6]1[cH:7][c:8]([CH:19]=[O:20])[c:9]2[cH:10][c:11]([C:15]#[N:16])[cH:12][cH:13][c:14]12. The reactants are C(\C=C\C1=CC(OC)=C(O)C=C1)(=O)O (ferulic acid), Cl.CO (hydrogen chloride methanol). Conditions: time 1 day. Yields the product OC1=C(C=C(C=C1)CCC(=O)OC)OC (methyl 3-(4-hydroxy-3-methoxyphenyl)propionate). RXN SMILES: [C:1]([OH:14])(=[O:13])/[CH:2]=[CH:3]/[C:4]1[CH:12]=[CH:11][C:9]([OH:10])=[C:6]([O:7][CH3:8])[CH:5]=1.Cl.[CH3:16]O>>[OH:10][C:9]1[CH:11]=[CH:12][C:4]([CH2:3][CH2:2][C:1]([O:14][CH3:16])=[O:13])=[CH:5][C:6]=1[O:7][CH3:8] |f:1.2|. Procedure details: 20 ml of 10% hydrogen chloride-methanol was added to 1.94 g (10 mmol) of ferulic acid and the mixture was stirred at room temperature for one day. After the reaction mixture was concentrated under reduced pressure, the residue was dissolved in ethyl acetate, washed twice with water, and dried (MgSO4). The solvent was distilled off. The resulting residue was dissolved in 25 ml of methanol. 0.5 g of 10% palladium-carbon was added thereto and the solution was stirred overnight under hydrogen atmosp...